Dataset: the Open Reaction Database (ORD), a public repository of structured organic reaction records. Task: describe an organic reaction: reactants, conditions, products, and yield The reactants are Cc1ccccc1, COc1ccc(C(=O)CCCCl)cc1, O, OCCO, Cc1ccc(S(=O)(=O)O)cc1. Yields the product COc1ccc(C2(CCCCl)OCCO2)cc1. As a reaction SMILES: [CH3:31][c:32]1[cH:33][cH:34][cH:35][cH:36][cH:37]1.[Cl:1][CH2:2][CH2:3][CH2:4][C:5](=[O:6])[c:7]1[cH:8][cH:9][c:10]([O:13][CH3:14])[cH:11][cH:12]1.[OH2:30].[OH:15][CH2:16][CH2:17][OH:18].[c:19]1([CH3:20])[cH:21][cH:22][c:23]([S:24]([OH:25])(=[O:26])=[O:27])[cH:28][cH:29]1>>[Cl:1][CH2:2][CH2:3][CH2:4][C:5]1([c:7]2[cH:8][cH:9][c:10]([O:13][CH3:14])[cH:11][cH:12]2)[O:6][CH2:17][CH2:16][O:15]1.